Dataset: the Open Reaction Database (ORD), a public repository of structured organic reaction records. Task: describe an organic reaction: reactants, conditions, products, and yield The reactants are CC(=O)O, O=C(Cc1ccccc1)NCCc1cccc2ccc3c(c12)C(=O)CC(=O)N3. Yields the product O=C(Cc1ccccc1)NCCc1cccc2ccc3c(c12)CCC(=O)N3. RXN SMILES: [CH3:29][C:30](=[O:31])[OH:32].[O:1]=[C:2]1[CH2:3][C:4](=[O:28])[NH:5][c:6]2[cH:7][cH:8][c:9]3[c:10]([c:11]21)[c:12]([CH2:16][CH2:17][NH:18][C:19]([CH2:20][c:21]1[cH:22][cH:23][cH:24][cH:25][cH:26]1)=[O:27])[cH:13][cH:14][cH:15]3>>[CH2:2]1[CH2:3][C:4](=[O:28])[NH:5][c:6]2[cH:7][cH:8][c:9]3[c:10]([c:11]21)[c:12]([CH2:16][CH2:17][NH:18][C:19]([CH2:20][c:21]1[cH:22][cH:23][cH:24][cH:25][cH:26]1)=[O:27])[cH:13][cH:14][cH:15]3. Reactants: CCCCCCCCCCCCCCCCOc1cc(O)c(NC(C)=O)cc1C(C)(C)C, CCO, Cl. Yields the product Cl, CCCCCCCCCCCCCCCCOc1cc(O)c(N)cc1C(C)(C)C. Reaction SMILES: [C:1](=[O:2])([CH3:3])[NH:4][c:5]1[c:6]([OH:32])[cH:7][c:8]([O:15][CH2:16][CH2:17][CH2:18][CH2:19][CH2:20][CH2:21][CH2:22][CH2:23][CH2:24][CH2:25][CH2:26][CH2:27][CH2:28][CH2:29][CH2:30][CH3:31])[c:9]([C:11]([CH3:12])([CH3:13])[CH3:14])[cH:10]1.[CH3:34][CH2:35][OH:36].[ClH:33]>>[ClH:33].[NH2:4][c:5]1[c:6]([OH:32])[cH:7][c:8]([O:15][CH2:16][CH2:17][CH2:18][CH2:19][CH2:20][CH2:21][CH2:22][CH2:23][CH2:24][CH2:25][CH2:26][CH2:27][CH2:28][CH2:29][CH2:30][CH3:31])[c:9]([C:11]([CH3:12])([CH3:13])[CH3:14])[cH:10]1. Starting materials: COC(=O)c1cccn1Cc1ccc(COc2cccc(-c3c(C(=O)c4ccccc4)cnc4c(C(F)(F)F)cccc34)c2)cc1, [Na+], [OH-]. Yields the product O=C(c1ccccc1)c1cnc2c(C(F)(F)F)cccc2c1-c1cccc(OCc2ccc(Cn3cccc3C(=O)O)cc2)c1. Reaction SMILES: [C:3]([c:4]1[cH:5][cH:6][cH:7][cH:8][cH:9]1)(=[O:10])[c:11]1[cH:12][n:13][c:14]2[c:15]([C:45]([F:46])([F:47])[F:48])[cH:16][cH:17][cH:18][c:19]2[c:20]1-[c:21]1[cH:22][c:23]([O:24][CH2:25][c:26]2[cH:27][cH:28][c:29]([CH2:30][n:31]3[c:32]([C:36](=[O:37])[O:38][CH3:39])[cH:33][cH:34][cH:35]3)[cH:40][cH:41]2)[cH:42][cH:43][cH:44]1.[Na+:2].[OH-:1]>>[C:3]([c:4]1[cH:5][cH:6][cH:7][cH:8][cH:9]1)(=[O:10])[c:11]1[cH:12][n:13][c:14]2[c:15]([C:45]([F:46])([F:47])[F:48])[cH:16][cH:17][cH:18][c:19]2[c:20]1-[c:21]1[cH:22][c:23]([O:24][CH2:25][c:26]2[cH:27][cH:28][c:29]([CH2:30][n:31]3[c:32]([C:36](=[O:37])[OH:38])[cH:33][cH:34][cH:35]3)[cH:40][cH:41]2)[cH:42][cH:43][cH:44]1.